Dataset: the Open Reaction Database (ORD), a public repository of structured organic reaction records. Task: describe an organic reaction: reactants, conditions, products, and yield Starting materials: 14.4, ClC1=CC=C(C=C1)CC(=O)Cl (4-chlorobenzeneacetyl chloride), 10, CC(C(N1N=CN=C1)C1=CC(=C(C=C1)N)[N+](=O)[O-])C (4-[2-methyl-1-(1H-1,2,4-triazol-1-yl)propyl]-2-nitrobenzenamine), N1=CC=CC=C1 (pyridine). Run in ClCCl (dichloromethane), ClCCl (dichloromethane). The product is 11, ClC1=CC=C(C=C1)CC(=O)NC1=C(C=C(C=C1)C(C(C)C)N1N=CN=C1)[N+](=O)[O-] (4-chloro-N-[4-[2-methyl-1-(1H-1,2,4-triazol-1-yl)propyl]-2-nitrophenyl]benzeneacetamide). Yield: 69.9%. As a reaction SMILES: [CH3:1][CH:2]([CH3:19])[CH:3]([C:9]1[CH:14]=[CH:13][C:12]([NH2:15])=[C:11]([N+:16]([O-:18])=[O:17])[CH:10]=1)[N:4]1[CH:8]=[N:7][CH:6]=[N:5]1.N1C=CC=CC=1.[Cl:26][C:27]1[CH:32]=[CH:31][C:30]([CH2:33][C:34](Cl)=[O:35])=[CH:29][CH:28]=1>ClCCl>[Cl:26][C:27]1[CH:32]=[CH:31][C:30]([CH2:33][C:34]([NH:15][C:12]2[CH:13]=[CH:14][C:9]([CH:3]([N:4]3[CH:8]=[N:7][CH:6]=[N:5]3)[CH:2]([CH3:19])[CH3:1])=[CH:10][C:11]=2[N+:16]([O-:18])=[O:17])=[O:35])=[CH:29][CH:28]=1. Reported procedure: To a stirred and cooled (5° C.) solution of 10 parts of 4-[2-methyl-1-(1H-1,2,4-triazol-1-yl)propyl]-2-nitrobenzenamine and 6.7 parts of pyridine in 195 parts of dichloromethane was added a solution of 14.4 parts of 4-chlorobenzeneacetyl chloride in 39 parts of dichloromethane under nitrogen atmosphere. After stirring overnight at room temperature, the reaction mixture was washed with water, dried, filtered and evaporated. The residue was purified by column chromatography over silica gel using a... The reactants are CC1=CC=C(C=C1)SCCCCOC=1C=C(C2=C(C(OC(N2)=O)(C)C)C1)C (6-[4-(4-methyl-phenylmercapto)-butoxy]-4,4,8-trimethyl-4H-3,1-benzoxazin-2-one), OO (hydrogen peroxide). The product is CC1=CC=C(C=C1)S(=O)CCCCOC=1C=C(C2=C(C(OC(N2)=O)(C)C)C1)C (6-[4-(4-Methyl-phenylsulfinyl)-butoxy]-4,4,8-trimethyl-4H-3,1-benzoxazin-2-one). As a reaction SMILES: [CH3:1][C:2]1[CH:7]=[CH:6][C:5]([S:8][CH2:9][CH2:10][CH2:11][CH2:12][O:13][C:14]2[CH:15]=[C:16]([CH3:27])[C:17]3[NH:22][C:21](=[O:23])[O:20][C:19]([CH3:25])([CH3:24])[C:18]=3[CH:26]=2)=[CH:4][CH:3]=1.[OH:28]O>>[CH3:1][C:2]1[CH:3]=[CH:4][C:5]([S:8]([CH2:9][CH2:10][CH2:11][CH2:12][O:13][C:14]2[CH:15]=[C:16]([CH3:27])[C:17]3[NH:22][C:21](=[O:23])[O:20][C:19]([CH3:24])([CH3:25])[C:18]=3[CH:26]=2)=[O:28])=[CH:6][CH:7]=1. Procedure: Prepared analogously to Example 2 from 6-[4-(4-methyl-phenylmercapto)-butoxy]-4,4,8-trimethyl-4H-3,1-benzoxazin-2-one and hydrogen peroxide. Starting materials: C([O-])([O-])=O.[K+].[K+] (potassium carbonate), ClCCCC(=O)NC1C2=C(SCC3=C1C=CC=C3)C=CC=C2 (11-(4-chlorobutyrylamino)-6,11-dihydrodibenzo[b,e]thiepin), FC1=CC=C(C=C1)N1CCNCC1 (1-(4-fluorophenyl)piperazine), [I-].[Na+] (sodium iodide). Run in CN(C=O)C (dimethylformamide). Conditions: temperature 100 celsius, time 1.5 hour. Yields the product FC1=CC=C(C=C1)N1CCN(CC1)CCCC(=O)NC1C2=C(SCC3=C1C=CC=C3)C=CC=C2 (11-[4-[4-(4-fluorophenyl)-1-piperazinyl]butyrylamino]-6,11-dihydrodibenzo[b,e]thiepin). Isolated yield 69.8%. Reaction SMILES: Cl[CH2:2][CH2:3][CH2:4][C:5]([NH:7][CH:8]1[C:14]2[CH:15]=[CH:16][CH:17]=[CH:18][C:13]=2[CH2:12][S:11][C:10]2[CH:19]=[CH:20][CH:21]=[CH:22][C:9]1=2)=[O:6].[F:23][C:24]1[CH:29]=[CH:28][C:27]([N:30]2[CH2:35][CH2:34][NH:33][CH2:32][CH2:31]2)=[CH:26][CH:25]=1.[I-].[Na+].C(=O)([O-])[O-].[K+].[K+]>CN(C)C=O>[F:23][C:24]1[CH:25]=[CH:26][C:27]([N:30]2[CH2:35][CH2:34][N:33]([CH2:2][CH2:3][CH2:4][C:5]([NH:7][CH:8]3[C:14]4[CH:15]=[CH:16][CH:17]=[CH:18][C:13]=4[CH2:12][S:11][C:10]4[CH:19]=[CH:20][CH:21]=[CH:22][C:9]3=4)=[O:6])[CH2:32][CH2:31]2)=[CH:28][CH:29]=1 |f:2.3,4.5.6|. Reported procedure: A mixture of 5.0 g of 11-(4-chlorobutyrylamino)-6,11-dihydrodibenzo[b,e]thiepin, 5.5 g of 1-(4-fluorophenyl)piperazine, 5.0 g of sodium iodide and 50 ml of dimethylformamide is stirred at 100° C. for 1.5 hours. After the reaction mixture is cooled to room temperature, 100 ml of 10% aqueous potassium carbonate solution is added and the solution is extracted with three 300-ml portions of chloroform. The combined extracts are washed successively with water and saturated aqueous sodium chloride solu... The reactants are CCN(C(C)C)C(C)C, CC#N, O=C1CCN(C(=O)CCl)CC1, CC(C)(C)OC(=O)N1CCNCC1, O. The product is CC(C)(C)OC(=O)N1CCN(CC(=O)N2CCC(=O)CC2)CC1. RXN SMILES: [CH2:25]([N:26]([CH:27]([CH3:28])[CH3:29])[CH:30]([CH3:31])[CH3:32])[CH3:33].[CH3:35][C:36]#[N:37].[Cl:1][CH2:2][C:3](=[O:4])[N:5]1[CH2:6][CH2:7][C:8](=[O:11])[CH2:9][CH2:10]1.[N:12]1([C:18](=[O:19])[O:20][C:21]([CH3:22])([CH3:23])[CH3:24])[CH2:13][CH2:14][NH:15][CH2:16][CH2:17]1.[OH2:34]>>[CH2:2]([C:3](=[O:4])[N:5]1[CH2:6][CH2:7][C:8](=[O:11])[CH2:9][CH2:10]1)[N:15]1[CH2:14][CH2:13][N:12]([C:18](=[O:19])[O:20][C:21]([CH3:22])([CH3:23])[CH3:24])[CH2:17][CH2:16]1. Reactants: C(#N)C1=CC=C(S1)CN1C([C@H](CC1)NS(=O)(=O)C1=CC2=CC(=CC=C2C=C1)OC)=O (7-methoxynaphthalene-2-sulfonic acid[1-(5-cyanothiophen-2-ylmethyl)-2-oxopyrrolidin-3-(S)-yl]amide), CI (methyl iodide), C(#N)C1=CC(=CS1)CN1C([C@H](CC1)NS(=O)(=O)C1=CC2=CC(=CC=C2C=C1)OC)=O (7-methoxynaphthalene-2-sulfonic acid [1-(5-cyanothiophen-3-ylmethyl)-2-oxopyrrolidin-3-(S)-yl]amide), C(C1=CC=CC=C1)Br (benzyl bromide). Product: C(#N)C1=CC=C(S1)CN1C([C@H](CC1)N(S(=O)(=O)C1=CC2=CC(=CC=C2C=C1)OC)CC1=CC=CC=C1)=O (7-Methoxynaphthalene-2-sulfonic acid [1-(5-cyanothiophen-2-ylmethyl)-2-oxopyrrolidin-3-(S)-yl]-benzylamide). RXN SMILES: [C:1]([C:3]1[S:7][C:6]([CH2:8][N:9]2[CH2:13][CH2:12][C@H:11]([NH:14][S:15]([C:18]3[CH:27]=[CH:26][C:25]4[C:20](=[CH:21][C:22]([O:28][CH3:29])=[CH:23][CH:24]=4)[CH:19]=3)(=[O:17])=[O:16])[C:10]2=[O:30])=[CH:5][CH:4]=1)#[N:2].C(C1SC=C(CN2CC[C@H](NS([C:48]3[CH:57]=[CH:56][C:55]4[C:50](=[CH:51]C(OC)=CC=4)[CH:49]=3)(=O)=O)C2=O)C=1)#N.C(Br)C1C=CC=CC=1.CI>>[C:1]([C:3]1[S:7][C:6]([CH2:8][N:9]2[CH2:13][CH2:12][C@H:11]([N:14]([CH2:51][C:50]3[CH:55]=[CH:56][CH:57]=[CH:48][CH:49]=3)[S:15]([C:18]3[CH:27]=[CH:26][C:25]4[C:20](=[CH:21][C:22]([O:28][CH3:29])=[CH:23][CH:24]=4)[CH:19]=3)(=[O:17])=[O:16])[C:10]2=[O:30])=[CH:5][CH:4]=1)#[N:2]. Procedure details: The title compound is prepared as in EXAMPLE 126, Part A using 7-methoxynaphthalene-2-sulfonic acid[1-(5-cyanothiophen-2-ylmethyl)-2-oxopyrrolidin-3-(S)-yl]amide, prepared as in EXAMPLE 148, Part A, in place of 7-methoxynaphthalene-2-sulfonic acid [1-(5-cyanothiophen-3-ylmethyl)-2-oxopyrrolidin-3-(S)-yl]amide and benzyl bromide for methyl iodide. The reactants are [H-].[Na+] (sodium hydride), ice water, solution, N=1N(N=CC1)CC1=CC=C(OCCBr)C=C1 (2-[4-(2-2H-1,2,3-triazolyl)methylphenoxy]ethyl bromide), OC1=NC=CC=C1 (2-hydroxypyridine). Run in CN(C=O)C (N,N-dimethylformamide), CN(C=O)C (N,N-dimethylformamide). Conditions: time 10 minute. Product: N1=C(C=CC=C1)OCCOC1=CC=C(C=C1)CN1N=CC=N1 (4-(2-2H-1,2,3-triazolyl)methylphenyl 2-(2-pyridyloxy)ethyl ether). As a reaction SMILES: [H-].[Na+].[OH:3][C:4]1[CH:9]=[CH:8][CH:7]=[CH:6][N:5]=1.[N:10]1[N:11]([CH2:15][C:16]2[CH:25]=[CH:24][C:19]([O:20][CH2:21][CH2:22]Br)=[CH:18][CH:17]=2)[N:12]=[CH:13][CH:14]=1>CN(C)C=O>[N:5]1[CH:6]=[CH:7][CH:8]=[CH:9][C:4]=1[O:3][CH2:22][CH2:21][O:20][C:19]1[CH:24]=[CH:25][C:16]([CH2:15][N:11]2[N:12]=[CH:13][CH:14]=[N:10]2)=[CH:17][CH:18]=1 |f:0.1|. Procedure: To a mixture of 5 ml of anhydrous N,N-dimethylformamide and 51 mg of sodium hydride (60% oil dispersion) is added dropwise an anhydrous N,N-dimethylformamide (3 ml) solution of 121 mg of 2-hydroxypyridine under stirring over 10 minutes. After stirring at room temperature for 1 hour, the mixture is cooled to 5° to 10° C., to which an anhydrous N,N-dirmethylformamide (2 ml) solution of 300 mg of 2-[4-(2-2H-1,2,3-triazolyl)methylphenoxy]ethyl bromide is added dropwise over 30 minutes. The mixture i... The reactants are C(C)OC(COC1=CC=C(C=C1)F)OCC (4-fluorophenoxyacetaldehyde diethyl acetal), CC(=O)C (acetone), S(O)(O)(=O)=O (sulfuric acid). The solvent is O (water). Product: FC1=CC=C(OCC=O)C=C1 (4-Fluorophenoxyacetaldehyde). The yield is 93.9%. RXN SMILES: C([O:3][CH:4](OCC)[CH2:5][O:6][C:7]1[CH:12]=[CH:11][C:10]([F:13])=[CH:9][CH:8]=1)C.CC(C)=O.S(=O)(=O)(O)O>O>[F:13][C:10]1[CH:11]=[CH:12][C:7]([O:6][CH2:5][CH:4]=[O:3])=[CH:8][CH:9]=1. Procedure details: A mixture of 4-fluorophenoxyacetaldehyde diethyl acetal (30.0 g., 0.131 mole) acetone (150 ml.), water (150 ml.), and concentrated sulfuric acid (0.8 ml.) is refluxed overnight (ca. 16 hours). The mixture is allowed to cool to room temperature, and is then extracted with methylenechloride four times. The combined extracts are washed with aqueous sodium bicarbonate and dried over anhydrous magnesium sulfate. The solvent is stripped off on a rotary evaporator and the oil residue is subsequently di... Starting materials: C(Br)(Br)(Br)Br (carbon tetrabromide), C1(=CC=CC=C1)P(C1=CC=CC=C1)C1=CC=CC=C1 (triphenylphosphine), CC1(CCSC2=CC=C(C=C12)C=O)C (4,4-dimethyl-6-thiochromancarboxaldehyde). The reagents and catalysts are [Zn] (zinc). Run in ClCCl (dichloromethane). Run at time 2 hour. Product: BrC(=CC=1C=C2C(CCSC2=CC1)(C)C)Br (2,2-dibromo-1-(4,4-dimethylthiochroman-6-yl)ethylene). Reaction SMILES: [CH3:1][C:2]1([CH3:14])[C:11]2[C:6](=[CH:7][CH:8]=[C:9]([CH:12]=O)[CH:10]=2)[S:5][CH2:4][CH2:3]1.[C:15](Br)(Br)([Br:17])[Br:16].C1(P(C2C=CC=CC=2)C2C=CC=CC=2)C=CC=CC=1>[Zn].ClCCl>[Br:16][C:15]([Br:17])=[CH:12][C:9]1[CH:10]=[C:11]2[C:6](=[CH:7][CH:8]=1)[S:5][CH2:4][CH2:3][C:2]2([CH3:14])[CH3:1]. Procedure: 5 g (24.2 mmol) of 4,4-dimethyl-6-thiochromancarboxaldehyde, prepared in Example 11(a), and 50 ml of dichloromethane were introduced into a round-bottomed flask. 16.1 g (48.4 mmol) of carbon tetrabromide, 12.7 g (48.4 mmol) of triphenylphosphine and 3.16 g (48.4 mmol) of zinc powder were successively added and stirring was carried out at room temperature for two hours. The reaction mixture was evaporated and the residue obtained purified by chromatography on a silica column eluted with hexane. 7...